Dataset: the Open Reaction Database (ORD), a public repository of structured organic reaction records. Task: describe an organic reaction: reactants, conditions, products, and yield The product is N#CN1CCN(c2nn(-c3ccccc3)c3ccccc23)CC1. Reaction SMILES: [C:4](=[O:5])([O-:6])[O-:7].[CH3:33][S:34]([CH3:35])=[O:36].[K+:8].[K+:9].[N:1]#[C:2][Br:3].[OH2:32].[c:10]1(-[n:16]2[n:17][c:18]([N:25]3[CH2:26][CH2:27][N:28]([CH3:31])[CH2:29][CH2:30]3)[c:19]3[cH:20][cH:21][cH:22][cH:23][c:24]23)[cH:11][cH:12][cH:13][cH:14][cH:15]1>>[N:1]#[C:2][N:28]1[CH2:27][CH2:26][N:25]([c:18]2[n:17][n:16](-[c:10]3[cH:11][cH:12][cH:13][cH:14][cH:15]3)[c:24]3[c:19]2[cH:20][cH:21][cH:22][cH:23]3)[CH2:30][CH2:29]1. Reactants: O=C([O-])[O-], CS(C)=O, [K+], [K+], N#CBr, O, CN1CCN(c2nn(-c3ccccc3)c3ccccc23)CC1.